From a dataset of the Open Reaction Database (ORD), a public repository of structured organic reaction records. describe an organic reaction: reactants, conditions, products, and yield Reactants: CC1=C(NC2=CC=C(C=C12)[N+](=O)[O-])C(=O)N1CCN(CC1)C ((3-methyl-5-nitro-1H-indol-2-yl)-(4-methyl-piperazin-1-yl)-methanone), Cl (hydrochloric acid). Reagents/catalysts: [Pd] (Pd/C). The solvent is C(C)O (ethanol), C(C)(=O)OCC (ethyl acetate). The product is Cl.NC=1C=C2C(=C(NC2=CC1)C(=O)N1CCN(CC1)C)C ((5-amino-3-methyl-1H-indol-2-yl)-(4-methyl-piperazin-1-yl)-methanone hydrochloride). RXN SMILES: [CH3:1][C:2]1[C:10]2[C:5](=[CH:6][CH:7]=[C:8]([N+:11]([O-])=O)[CH:9]=2)[NH:4][C:3]=1[C:14]([N:16]1[CH2:21][CH2:20][N:19]([CH3:22])[CH2:18][CH2:17]1)=[O:15].[ClH:23]>C(O)C.C(OCC)(=O)C.[Pd]>[ClH:23].[NH2:11][C:8]1[CH:9]=[C:10]2[C:5](=[CH:6][CH:7]=1)[NH:4][C:3]([C:14]([N:16]1[CH2:21][CH2:20][N:19]([CH3:22])[CH2:18][CH2:17]1)=[O:15])=[C:2]2[CH3:1] |f:5.6|. Procedure: A mixture of 0.245 g I.15 ((3-methyl-5-nitro-1H-indol-2-yl)-(4-methyl-piperazin-1-yl)-methanone), 25 mg Pd/C 10% in 25 ml ethanol and 20 ml ethyl acetate was stirred at ambient temperature under a hydrogen atmosphere. The reaction mixture was treated with 1N aqueous hydrochloric acid and stirring was continued under a hydrogen pressure of 50 psi for 16 h. The reaction mixture was filtered through a pad of Celite. The Celite pad was washed with ethanol and the solvent was evaporated to give a bro...